describe an organic reaction: reactants, conditions, products, and yield From a dataset of the Open Reaction Database (ORD), a public repository of structured organic reaction records. Reactants: ClC(c1ccccc1)(c1ccccc1)c1ccccc1, CCOC(=O)C(=NO)c1nc(NC(c2ccccc2)(c2ccccc2)c2ccccc2)sc1C, CCOC(C)=O, [H-], [Na+]. Yields the product CCOC(=O)C(=NOC(c1ccccc1)(c1ccccc1)c1ccccc1)c1nc(NC(c2ccccc2)(c2ccccc2)c2ccccc2)sc1C. RXN SMILES: [C:37]([c:38]1[cH:39][cH:40][cH:41][cH:42][cH:43]1)([c:44]1[cH:45][cH:46][cH:47][cH:48][cH:49]1)([c:50]1[cH:51][cH:52][cH:53][cH:54][cH:55]1)[Cl:56].[CH3:3][c:4]1[c:5]([C:29]([C:30](=[O:31])[O:32][CH2:33][CH3:34])=[N:35][OH:36])[n:6][c:7]([NH:9][C:10]([c:11]2[cH:12][cH:13][cH:14][cH:15][cH:16]2)([c:17]2[cH:18][cH:19][cH:20][cH:21][cH:22]2)[c:23]2[cH:24][cH:25][cH:26][cH:27][cH:28]2)[s:8]1.[CH3:57][CH2:58][O:59][C:60](=[O:61])[CH3:62].[H-:1].[Na+:2]>>[CH3:3][c:4]1[c:5]([C:29]([C:30](=[O:31])[O:32][CH2:33][CH3:34])=[N:35][O:36][C:37]([c:38]2[cH:39][cH:40][cH:41][cH:42][cH:43]2)([c:44]2[cH:45][cH:46][cH:47][cH:48][cH:49]2)[c:50]2[cH:51][cH:52][cH:53][cH:54][cH:55]2)[n:6][c:7]([NH:9][C:10]([c:11]2[cH:12][cH:13][cH:14][cH:15][cH:16]2)([c:17]2[cH:18][cH:19][cH:20][cH:21][cH:22]2)[c:23]2[cH:24][cH:25][cH:26][cH:27][cH:28]2)[s:8]1. Starting materials: CCOCC (ether), C[C@@]12C(C=C[C@H]1[C@@H]1CCC=3CCCCC3[C@H]1CC2)=O (5(10),15-estradien-17-one), O1CCCC1 (tetrahydrofuran), C#C (acetylene), O1CCCC1 (tetrahydrofuran), 18-methyl-3,3-(2',2'-dimethyl-1',3'-propanediol)-5, [Cl-].[NH4+] (ammonium chloride). Reaction conditions: time 40 minute. Product: C(#C)[C@]1([C@]2(CC)[C@@H](C=C1)[C@@H]1CCC3=CC(CC[C@@H]3[C@H]1CC2)=O)O (17α-ethynyl-17β-hydroxy-18-methyl-4,15-estradien-3-one). Reaction SMILES: [O:1]1[CH2:5][CH2:4][CH2:3][CH2:2]1.[CH:6]#[CH:7].[CH3:8][C@:9]12[CH2:25][CH2:24][C@H:23]3[C@@H:14]([CH2:15][CH2:16][C:17]4[CH2:18]CCC[C:22]=43)[C@@H:13]1[CH:12]=CC2=O.[Cl-].[NH4+].CC[O:31][CH2:32][CH3:33]>>[C:6]([C@:5]1([OH:1])[CH:18]=[CH:17][C@H:22]2[C@H:23]3[C@H:14]([CH2:15][CH2:16][C@:4]12[CH2:3][CH3:2])[C@@H:13]1[C:9](=[CH:8][C:32](=[O:31])[CH2:33][CH2:12]1)[CH2:25][CH2:24]3)#[CH:7] |f:3.4|. Reported procedure: 7.5 g. of magnesium filings is reacted in 140 ml. of tetrahydrofuran with 24 ml. of ethyl bromide to obtain ethylmagnesium bromide. To this Grignard solution is added 300 ml. of tetrahydrofuran, and under ice cooling acetylene is passed through the solution for about 40 minutes. Then, a solution of 5 g. of 18-methyl-3,3-(2',2'-dimethyl-1',3'-propanediol)-5-and -5(10),15-estradien-17-one in 200 ml. of tetrahydrofuran is added dropwise to the reaction solution, and the latter is agitated at room t... Starting materials: CC(C)(C#N)N=NC(C)(C)C#N, CC(C)(C)OC(=O)N1CCC(O)(c2cc(C(F)(F)F)ccc2Sc2ccc(Cl)cc2)CC1, CCCC[SnH](CCCC)CCCC, COC(=O)C(=O)Cl, CN(C)c1ccncc1, CC#N, CCOC(C)=O. Product: CC(C)(C)OC(=O)N1CCC(c2cc(C(F)(F)F)ccc2Sc2ccc(Cl)cc2)CC1. RXN SMILES: [C:53]([C:54]([CH3:55])([CH3:56])[N:57]=[N:58][C:59]([CH3:60])([CH3:61])[C:62]#[N:63])#[N:64].[C:8]([CH3:9])([CH3:10])([CH3:11])[O:12][C:13](=[O:14])[N:15]1[CH2:16][CH2:17][C:18]([OH:21])([c:22]2[c:23]([S:32][c:33]3[cH:34][cH:35][c:36]([Cl:39])[cH:37][cH:38]3)[cH:24][cH:25][c:26]([C:28]([F:29])([F:30])[F:31])[cH:27]2)[CH2:19][CH2:20]1.[CH2:40]([SnH:41]([CH2:42][CH2:43][CH2:44][CH3:45])[CH2:46][CH2:47][CH2:48][CH3:49])[CH2:50][CH2:51][CH3:52].[CH3:1][O:2][C:3](=[O:4])[C:5]([Cl:6])=[O:7].[CH3:65][N:66]([CH3:67])[c:68]1[cH:69][cH:70][n:71][cH:72][cH:73]1.[CH3:74][C:75]#[N:76].[CH3:77][CH2:78][O:79][C:80](=[O:81])[CH3:82]>>[C:8]([CH3:9])([CH3:10])([CH3:11])[O:12][C:13](=[O:14])[N:15]1[CH2:16][CH2:17][CH:18]([c:22]2[c:23]([S:32][c:33]3[cH:34][cH:35][c:36]([Cl:39])[cH:37][cH:38]3)[cH:24][cH:25][c:26]([C:28]([F:29])([F:30])[F:31])[cH:27]2)[CH2:19][CH2:20]1.